From a dataset of the Open Reaction Database (ORD), a public repository of structured organic reaction records. describe an organic reaction: reactants, conditions, products, and yield Reactants: CC1(C)OB(c2cccc3[nH]ncc23)OC1(C)C, CS(=O)(=O)N1CCN(C(=O)c2cc3nc(Cl)nc(N4CCOCC4)c3o2)CC1. The product is CS(=O)(=O)N1CCN(C(=O)c2cc3nc(-c4cccc5[nH]ncc45)nc(N4CCOCC4)c3o2)CC1. As a reaction SMILES: [CH3:29][C:30]1([CH3:31])[C:32]([CH3:33])([CH3:34])[O:35][B:36]([c:37]2[c:38]3[cH:39][n:40][nH:41][c:42]3[cH:43][cH:44][cH:45]2)[O:46]1.[Cl:1][c:2]1[n:3][c:4]([N:23]2[CH2:24][CH2:25][O:26][CH2:27][CH2:28]2)[c:5]2[c:6]([n:7]1)[cH:8][c:9]([C:11](=[O:12])[N:13]1[CH2:14][CH2:15][N:16]([S:19](=[O:20])(=[O:21])[CH3:22])[CH2:17][CH2:18]1)[o:10]2>>[c:2]1(-[c:37]2[c:38]3[cH:39][n:40][nH:41][c:42]3[cH:43][cH:44][cH:45]2)[n:3][c:4]([N:23]2[CH2:24][CH2:25][O:26][CH2:27][CH2:28]2)[c:5]2[c:6]([n:7]1)[cH:8][c:9]([C:11](=[O:12])[N:13]1[CH2:14][CH2:15][N:16]([S:19](=[O:20])(=[O:21])[CH3:22])[CH2:17][CH2:18]1)[o:10]2. Starting materials: ClC1=NC2=CC=C(C=C2C=C1C(=O)O)Cl (2,6-dichloroquinoline-3-carboxylic acid), C(C[C@@H](C(=O)O)N)CN.Cl (L-2,5-diaminopentanoic acid). Yields the product C(=O)(O)[C@H](CCCNC1=NC2=CC=C(C=C2C=C1C(=O)O)Cl)NC1=NC2=CC=C(C=C2C=C1C(=O)O)Cl (2-[(S)-1-Carboxy-4-(6-chloro-3-carboxy-quinolin-2-ylamino)-butylamino]-6-chloro-quinoline-3-carboxylic acid). RXN SMILES: Cl[C:2]1[C:11]([C:12]([OH:14])=[O:13])=[CH:10][C:9]2[C:4](=[CH:5][CH:6]=[C:7]([Cl:15])[CH:8]=2)[N:3]=1.[CH2:16]([CH2:23][NH2:24])[CH2:17][C@H:18]([NH2:22])[C:19]([OH:21])=[O:20].[ClH:25]>>[C:19]([C@@H:18]([NH:22][C:2]1[C:11]([C:12]([OH:14])=[O:13])=[CH:10][C:9]2[C:4](=[CH:5][CH:6]=[C:7]([Cl:25])[CH:8]=2)[N:3]=1)[CH2:17][CH2:16][CH2:23][NH:24][C:2]1[C:11]([C:12]([OH:14])=[O:13])=[CH:10][C:9]2[C:4](=[CH:5][CH:6]=[C:7]([Cl:15])[CH:8]=2)[N:3]=1)([OH:21])=[O:20] |f:1.2|. Reported procedure: In close analogy to the procedure described in Example 1, 2,6-dichloroquinoline-3-carboxylic acid is reacted with L-2,5-diaminopentanoic acid to provide the title compound in good yield.